This data is from the Open Reaction Database (ORD), a public repository of structured organic reaction records. The task is: describe an organic reaction: reactants, conditions, products, and yield Starting materials: [Cl-].O[NH3+] (hydroxylammonium chloride), C(O)([O-])=O.[Na+] (sodium hydrogencarbonate), CS(=O)C (dimethyl sulfoxide), C(C)C1=CC2=C(N(C(N(C2=O)CCN2CCOCC2)=O)CC2=C(C=C(C=C2)C=2C(=CC=CC2)C#N)F)S1 (4′-{[6-ethyl-3-(2-morpholin-4-ylethyl)-2,4-dioxo-3,4-dihydrothieno[2,3-d]pyrimidin-1(2H)-yl]methyl}-3′-fluorobiphenyl-2-carbonitrile). Run in C(Cl)(Cl)Cl (chloroform). Reaction conditions: temperature 40 celsius, time 30 minute. The product is C(C)C1=CC2=C(N(C(N(C2=O)CCN2CCOCC2)=O)CC2=C(C=C(C=C2)C2=C(C=CC=C2)C2=NOC(N2)=O)F)S1 (6-ethyl-1-{[3-fluoro-2′-(5-oxo-4,5-dihydro-1,2,4-oxadiazol-3-yl)biphenyl-4-yl]methyl}-3-(2-morpholin-4-ylethyl)thieno[2,3-d]pyrimidine-2,4(1H,3H)-dione). Isolated yield 56.7%. As a reaction SMILES: [Cl-].O[NH3+:3].[C:4](=[O:7])([O-])[OH:5].[Na+].CS(C)=O.[CH2:13]([C:15]1[S:49][C:18]2[N:19]([CH2:33][C:34]3[CH:39]=[CH:38][C:37]([C:40]4[C:41]([C:46]#[N:47])=[CH:42][CH:43]=[CH:44][CH:45]=4)=[CH:36][C:35]=3[F:48])[C:20](=[O:32])[N:21]([CH2:24][CH2:25][N:26]3[CH2:31][CH2:30][O:29][CH2:28][CH2:27]3)[C:22](=[O:23])[C:17]=2[CH:16]=1)[CH3:14]>C(Cl)(Cl)Cl>[CH2:13]([C:15]1[S:49][C:18]2[N:19]([CH2:33][C:34]3[CH:39]=[CH:38][C:37]([C:40]4[CH:45]=[CH:44][CH:43]=[CH:42][C:41]=4[C:46]4[NH:3][C:4](=[O:7])[O:5][N:47]=4)=[CH:36][C:35]=3[F:48])[C:20](=[O:32])[N:21]([CH2:24][CH2:25][N:26]3[CH2:31][CH2:30][O:29][CH2:28][CH2:27]3)[C:22](=[O:23])[C:17]=2[CH:16]=1)[CH3:14] |f:0.1,2.3|. Procedure details: A mixture of hydroxylammonium chloride (1.63 g), sodium hydrogencarbonate (2.37 g) and dimethyl sulfoxide (20 mL) was stirred at 40° C. for 30 min, 4′-{[6-ethyl-3-(2-morpholin-4-ylethyl)-2,4-dioxo-3,4-dihydrothieno[2,3-d]pyrimidin-1(2H)-yl]methyl}-3′-fluorobiphenyl-2-carbonitrile (1.22 g) was added, and the mixture was stirred at 90° C. for 16 hr. The reaction mixture was diluted with chloroform, washed successively with water and saturated brine, and dried over anhydrous magnesium sulfate. The ... Starting materials: FC1=C(C=O)C(=CC(=C1)OC)F (2,6-difluoro-4-methoxybenzaldehyde), C(CCC)N (N-butylamine), C1(=CC=C(C=C1)S(=O)(=O)O)C (p-toluenesulphonic acid). Yields the product C(CCC)/N=C/C1=C(C=C(C=C1F)OC)F (Butyl-[1-(2,6-difluoro-4-methoxy-phenyl)-meth-(E)-ylidene]-amine). As a reaction SMILES: [F:1][C:2]1[CH:9]=[C:8]([O:10][CH3:11])[CH:7]=[C:6]([F:12])[C:3]=1[CH:4]=O.[CH2:13]([NH2:17])[CH2:14][CH2:15][CH3:16].C1(C)C=CC(S(O)(=O)=O)=CC=1>>[CH2:13](/[N:17]=[CH:4]/[C:3]1[C:2]([F:1])=[CH:9][C:8]([O:10][CH3:11])=[CH:7][C:6]=1[F:12])[CH2:14][CH2:15][CH3:16]. Procedure details: Butyl-[1-(2,6-difluoro-4-methoxy-phenyl)-meth-(E)-ylidene]-amine was prepared from 2,6-difluoro-4-methoxybenzaldehyde, N-butylamine and p-toluenesulphonic acid in analogy to Example 186a): yellow oil; MS (ISP): 228.4 ([M+H]+, 100%). The reactants are CCOCC (ether), C(C1=CC=CC=C1)OC1=CC(=NC2=CC(=CC(=C12)Cl)Cl)C(=O)OCCN(CC)CC (2-diethylaminoethyl 4-benzyloxy-5,7-dichloroquinoline-2-carboxylate), Br (hydrogen bromide), solution. The solvent is C(C)(=O)O (acetic acid). Reaction conditions: time 48 hour. Yields the product Br.ClC1=C2C(C=C(NC2=CC(=C1)Cl)C(=O)OCCN(CC)CC)=O (2-diethylaminoethyl 5,7-dichloro-4-oxo-1,4-dihydroquinoline-2-carboxylate hydrobromide). RXN SMILES: C([O:8][C:9]1[C:18]2[C:13](=[CH:14][C:15]([Cl:20])=[CH:16][C:17]=2[Cl:19])[N:12]=[C:11]([C:21]([O:23][CH2:24][CH2:25][N:26]([CH2:29][CH3:30])[CH2:27][CH3:28])=[O:22])[CH:10]=1)C1C=CC=CC=1.[BrH:31].CCOCC>C(O)(=O)C>[BrH:31].[Cl:19][C:17]1[CH:16]=[C:15]([Cl:20])[CH:14]=[C:13]2[C:18]=1[C:9](=[O:8])[CH:10]=[C:11]([C:21]([O:23][CH2:24][CH2:25][N:26]([CH2:29][CH3:30])[CH2:27][CH3:28])=[O:22])[NH:12]2 |f:4.5|. Procedure: To 2-diethylaminoethyl 4-benzyloxy-5,7-dichloroquinoline-2-carboxylate (0.55 g) at room temperature was added hydrogen bromide in acetic acid (15 ml of a 48% solution) and the solution was stirred in a sealed flask for 48 hours. The reaction mixture was poured into dry ether (50 ml) to give a pale yellow solid which was filtered off and recrystallised from ethanol to yield 2-diethylaminoethyl 5,7-dichloro-4-oxo-1,4-dihydroquinoline-2-carboxylate hydrobromide (0.36 g), m.p. 220° C. (dec). δ (360 ...